This data is from the Open Reaction Database (ORD), a public repository of structured organic reaction records. The task is: describe an organic reaction: reactants, conditions, products, and yield The reactants are FC(CN1C(=CC2=CC=C(C=C12)C(=O)OCC)C(=O)OCC)(COS(=O)(=O)C1=CC=C(C=C1)C)F (diethyl 1-(2,2-difluoro-3-{[(4-methylphenyl)sulfonyl]oxy}propyl)-1H-indole-2,6-dicarboxylate), [N-]=[N+]=[N-].[Na+] (sodium azide), O (Water). The solvent is CN(C)C=O (DMF). Conditions: temperature 95 celsius. Yields the product N(=[N+]=[N-])CC(CN1C(=CC2=CC=C(C=C12)C(=O)OCC)C(=O)OCC)(F)F (diethyl 1-(3-azido-2,2-difluoropropyl)-1H-indole-2,6-dicarboxylate). Isolated yield 119.5%. Reaction SMILES: [F:1][C:2]([F:35])([CH2:23]OS(C1C=CC(C)=CC=1)(=O)=O)[CH2:3][N:4]1[C:12]2[C:7](=[CH:8][CH:9]=[C:10]([C:13]([O:15][CH2:16][CH3:17])=[O:14])[CH:11]=2)[CH:6]=[C:5]1[C:18]([O:20][CH2:21][CH3:22])=[O:19].[N-:36]=[N+:37]=[N-:38].[Na+].O>CN(C=O)C>[N:36]([CH2:23][C:2]([F:35])([F:1])[CH2:3][N:4]1[C:12]2[C:7](=[CH:8][CH:9]=[C:10]([C:13]([O:15][CH2:16][CH3:17])=[O:14])[CH:11]=2)[CH:6]=[C:5]1[C:18]([O:20][CH2:21][CH3:22])=[O:19])=[N+:37]=[N-:38] |f:1.2|. Reported procedure: To a solution of diethyl 1-(2,2-difluoro-3-{[(4-methylphenyl)sulfonyl]oxy}propyl)-1H-indole-2,6-dicarboxylate (4.7 g, 59% pure, 5.5 mmol) in DMF (40 mL) is added sodium azide (908 mg, 13.8 mmol). The mixture is heated at 95° C. for 40 h. Water (250 mL) is added and the mixture is extracted with EtOAc (3×250 mL). The organic layers are combined, washed with water (3×250 mL), dried (Na2SO4) and concentrated to afford the title crude compound (2.5 g) which is used in the next step without purificat...